From a dataset of the Open Reaction Database (ORD), a public repository of structured organic reaction records. describe an organic reaction: reactants, conditions, products, and yield The reactants are Br.ClC=1C=C(C=CC1Cl)C=1N=C(SC1)N (4-(3,4-dichloro-phenyl)-thiazol-2-ylamine hydrobromide), C1(=CC=C(C=C1)S(=O)(=O)Cl)C (p-toluenesulfonyl chloride), Cl (hydrochloric acid). RXN SMILES: Br.[Cl:2][C:3]1[CH:4]=[C:5]([C:10]2[N:11]=[C:12]([NH2:15])[S:13][CH:14]=2)[CH:6]=[CH:7][C:8]=1[Cl:9].[C:16]1([CH3:26])[CH:21]=[CH:20][C:19]([S:22](Cl)(=[O:24])=[O:23])=[CH:18][CH:17]=1.Cl>N1C=CC=CC=1>[Cl:2][C:3]1[CH:4]=[C:5]([C:10]2[N:11]=[C:12]([NH:15][S:22]([C:19]3[CH:20]=[CH:21][C:16]([CH3:26])=[CH:17][CH:18]=3)(=[O:24])=[O:23])[S:13][CH:14]=2)[CH:6]=[CH:7][C:8]=1[Cl:9] |f:0.1|. Yield: 53.9%. The product is ClC=1C=C(C=CC1Cl)C=1N=C(SC1)NS(=O)(=O)C1=CC=C(C=C1)C (N-[4-(3,4-dichloro-phenyl)-thiazol-2-yl]-4-methyl-benzenesulfonamide). Solvent: N1=CC=CC=C1 (pyridine). Conditions: time 30 minute. Procedure details: A mixture of 0.5 g of 4-(3,4-dichloro-phenyl)-thiazol-2-ylamine hydrobromide with 0.50 g of p-toluenesulfonyl chloride was stirred overnight with 2 ml of pyridine. The resulting, red colored suspension was poured into 30 ml of 1N hydrochloric acid and the solid which thereby separated was filtered off and dissolved in a mixture of 20 ml of ethanol and 20 ml of 2N sodium hydroxide solution. After the addition of 0.4 g of active charcoal the mixture was stirred at room temperature for 30 minutes a... Reaction SMILES: [Cl:1][c:2]1[c:3]([NH2:4])[cH:5][c:6]([S:9]([F:10])([F:11])([F:12])([F:13])[F:14])[cH:7][cH:8]1.[Na+:19].[O-:15][C:16]([OH:17])=[O:18].[OH:20][N+:21]([O-:22])=[O:23]>>[Cl:1][c:2]1[c:3]([NH2:4])[cH:5][c:6]([S:9]([F:10])([F:11])([F:12])([F:13])[F:14])[c:7]([N+:21](=[O:20])[O-:22])[cH:8]1. Starting materials: Nc1cc(S(F)(F)(F)(F)F)ccc1Cl, [Na+], O=C([O-])O, O=[N+]([O-])O. The product is Nc1cc(S(F)(F)(F)(F)F)c([N+](=O)[O-])cc1Cl. Starting materials: C1CCOC1, COC(=O)C(C)Oc1ccc(F)cc1-c1ccc(C(=O)N2CCCC2(C)C)c(Cl)c1, [Li+], [OH-], O. Product: CC(Oc1ccc(F)cc1-c1ccc(C(=O)N2CCCC2(C)C)c(Cl)c1)C(=O)O. RXN SMILES: [CH2:33]1[O:34][CH2:35][CH2:36][CH2:37]1.[Cl:1][c:2]1[cH:3][c:4](-[c:17]2[c:18]([O:24][CH:25]([C:26](=[O:27])[O:28][CH3:29])[CH3:30])[cH:19][cH:20][c:21]([F:23])[cH:22]2)[cH:5][cH:6][c:7]1[C:8](=[O:9])[N:10]1[C:11]([CH3:15])([CH3:16])[CH2:12][CH2:13][CH2:14]1.[Li+:31].[OH-:32].[OH2:38]>>[Cl:1][c:2]1[cH:3][c:4](-[c:17]2[c:18]([O:24][CH:25]([C:26](=[O:27])[OH:28])[CH3:30])[cH:19][cH:20][c:21]([F:23])[cH:22]2)[cH:5][cH:6][c:7]1[C:8](=[O:9])[N:10]1[C:11]([CH3:15])([CH3:16])[CH2:12][CH2:13][CH2:14]1. Reactants: BrC1=CC=2C3=C(C=NC2C=C1)N(C(N3C=3C(=NN(C3)C)C)=O)C (8-bromo-1-(1,3-dimethyl-1H-pyrazol-4-yl)-3-methyl-1,3-dihydro-imidazo[4,5-c]quinolin-2-one), BrC1=CC=2C3=C(C=NC2C=C1)N(C(N3C=3C(=NN(C3)C)C)=O)C (8-bromo-1-(1,3-dimethyl-1H-pyrazol-4-yl)-3-methyl-1,3-dihydro-imidazo[4,5-c]quinolin-2-one), C1(CCC1)OC=1C=NC=C(C1)B1OC(C(O1)(C)C)(C)C (3-cyclobutoxy-5-(4,4,5,5-tetramethyl-[1,3,2]dioxaborolan-2-yl)-pyridine). The product is C1(CCC1)OC=1C=C(C=NC1)C1=CC=2C3=C(C=NC2C=C1)N(C(N3C=3C(=NN(C3)C)C)=O)C (8-(5-Cyclobutoxy-pyridin-3-yl)-1-(1,3-dimethyl-1H-pyrazol-4-yl)-3-methyl-1,3-dihydro-imidazo[4,5-c]quinolin-2-one). Reaction SMILES: Br[C:2]1[CH:11]=[CH:10][C:9]2[N:8]=[CH:7][C:6]3[N:12]([CH3:23])[C:13](=[O:22])[N:14]([C:15]4[C:16]([CH3:21])=[N:17][N:18]([CH3:20])[CH:19]=4)[C:5]=3[C:4]=2[CH:3]=1.[CH:24]1([O:28][C:29]2[CH:30]=[N:31][CH:32]=[C:33](B3OC(C)(C)C(C)(C)O3)[CH:34]=2)[CH2:27][CH2:26][CH2:25]1>>[CH:24]1([O:28][C:29]2[CH:34]=[C:33]([C:2]3[CH:11]=[CH:10][C:9]4[N:8]=[CH:7][C:6]5[N:12]([CH3:23])[C:13](=[O:22])[N:14]([C:15]6[C:16]([CH3:21])=[N:17][N:18]([CH3:20])[CH:19]=6)[C:5]=5[C:4]=4[CH:3]=3)[CH:32]=[N:31][CH:30]=2)[CH2:25][CH2:26][CH2:27]1. Procedure details: The title compound was synthesized in a similar manner as described for Example 1.1 using 8-bromo-1-(1,3-dimethyl-1H-pyrazol-4-yl)-3-methyl-1,3-dihydro-imidazo[4,5-c]quinolin-2-one (Intermediate A) and 3-cyclobutoxy-5-(4,4,5,5-tetramethyl-[1,3,2]dioxaborolan-2-yl)-pyridine (Stage 60.1.1) to give the title compound as a white solid. (HPLC: tR 2.43 min (Method A); M+H=441 MS-ES; 1H-NMR (d6-DMSO, 400 MHz) 9.00 (s, 1H), 8.32-8.30 (m, 1H), 8.24-8.20 (m, 1H), 8.15 (s, 1H), 8.14-8.10 (m, 1H), 8.00-7.95... Product: O=c1[nH]c2ccc(Br)cc2o1. As a reaction SMILES: [Br:11][N:12]1[C:13](=[O:14])[CH2:15][CH2:16][C:17]1=[O:18].[CH3:20][C:21](=[O:22])[OH:23].[OH2:19].[o:1]1[c:2](=[O:10])[nH:3][c:4]2[c:5]1[cH:6][cH:7][cH:8][cH:9]2>>[o:1]1[c:2](=[O:10])[nH:3][c:4]2[c:5]1[cH:6][c:7]([Br:11])[cH:8][cH:9]2. The reactants are O=C1CCC(=O)N1Br, CC(=O)O, O, O=c1[nH]c2ccccc2o1. As a reaction SMILES: [Br:29][CH2:30][C:31](=[O:32])[O:33][C:34]([CH3:35])([CH3:36])[CH3:37].[CH3:38][C:39](=[O:40])[CH3:41].[Cl:1][c:2]1[cH:3][n:4][cH:5][c:6]([Cl:28])[c:7]1[C:8](=[O:9])[O:10][CH2:11][N:12]1[S:13](=[O:14])(=[O:15])[c:16]2[cH:17][c:18]([OH:27])[cH:19][c:20]([CH:24]([CH3:25])[CH3:26])[c:21]2[C:22]1=[O:23]>>[Cl:1][c:2]1[cH:3][n:4][cH:5][c:6]([Cl:28])[c:7]1[C:8](=[O:9])[O:10][CH2:11][N:12]1[S:13](=[O:14])(=[O:15])[c:16]2[cH:17][c:18]([O:27][CH2:30][C:31](=[O:32])[O:33][C:34]([CH3:35])([CH3:36])[CH3:37])[cH:19][c:20]([CH:24]([CH3:25])[CH3:26])[c:21]2[C:22]1=[O:23]. Yields the product CC(C)c1cc(OCC(=O)OC(C)(C)C)cc2c1C(=O)N(COC(=O)c1c(Cl)cncc1Cl)S2(=O)=O. The reactants are CC(C)(C)OC(=O)CBr, CC(C)=O, CC(C)c1cc(O)cc2c1C(=O)N(COC(=O)c1c(Cl)cncc1Cl)S2(=O)=O.